This data is from the Open Reaction Database (ORD), a public repository of structured organic reaction records. The task is: describe an organic reaction: reactants, conditions, products, and yield Starting materials: BrC1=CC=C(S1)CNCC(C)C ((5-bromo-thiophen-2-ylmethyl)-isobutyl-amine), CS(=O)(=O)C=1C=C(C=CC1)B(O)O ((3-methylsulfonylphenyl)-boronic acid), C(=O)([O-])[O-].[Na+].[Na+] (Na2CO3). The reagents and catalysts are C1=CC=C(C=C1)P([C-]2C=CC=C2)C3=CC=CC=C3.C1=CC=C(C=C1)P([C-]2C=CC=C2)C3=CC=CC=C3.Cl[Pd]Cl.[Fe+2].ClCCl (dichloro[1,1′-bis(diphenylphosphino)ferrocene]palladium dichloromethane). Solvent: O1CCOCC1.O (dioxane water). Yields the product C(C(C)C)NCC=1SC(=CC1)C1=CC(=CC=C1)S(=O)(=O)C (isobutyl-[5-(3-methanesulfonyl-phenyl)-thiophen-2-ylmethyl]-amine). As a reaction SMILES: Br[C:2]1[S:6][C:5]([CH2:7][NH:8][CH2:9][CH:10]([CH3:12])[CH3:11])=[CH:4][CH:3]=1.[CH3:13][S:14]([C:17]1[CH:18]=[C:19](B(O)O)[CH:20]=[CH:21][CH:22]=1)(=[O:16])=[O:15].C([O-])([O-])=O.[Na+].[Na+]>O1CCOCC1.O.C1C=CC(P(C2C=CC=CC=2)[C-]2C=CC=C2)=CC=1.C1C=CC(P(C2C=CC=CC=2)[C-]2C=CC=C2)=CC=1.Cl[Pd]Cl.[Fe+2].ClCCl>[CH2:9]([NH:8][CH2:7][C:5]1[S:6][C:2]([C:21]2[CH:20]=[CH:19][CH:18]=[C:17]([S:14]([CH3:13])(=[O:16])=[O:15])[CH:22]=2)=[CH:3][CH:4]=1)[CH:10]([CH3:12])[CH3:11] |f:2.3.4,5.6,7.8.9.10.11|. Reported procedure: In analogy to example 1, step 3, (5-bromo-thiophen-2-ylmethyl)-isobutyl-amine was reacted with (3-methylsulfonylphenyl)-boronic acid, Na2CO3 and dichloro[1,1′-bis(diphenylphosphino)ferrocene]palladium dichloromethane adduct in dioxane/water to give isobutyl-[5-(3-methanesulfonyl-phenyl)-thiophen-2-ylmethyl]-amine as a light yellow oil. MS: 324.3 ([M+H]+) RXN SMILES: [Br:1][C:2]1[CH:6]=[CH:5][S:4][CH:3]=1.[CH3:7][CH:8]1OC(C)OC(C)O1.[CH:16]([C:19]1[CH:27]=[CH:26][C:22]([C:23]([NH2:25])=[O:24])=[CH:21][CH:20]=1)([CH3:18])[CH3:17].P(=O)(O)(O)O>O.C(O)=O>[Br:1][C:2]1[CH:6]=[CH:5][S:4][C:3]=1[CH:7]([NH:25][C:23](=[O:24])[C:22]1[CH:26]=[CH:27][C:19]([CH:16]([CH3:18])[CH3:17])=[CH:20][CH:21]=1)[CH3:8]. The product is BrC1=C(SC=C1)C(C)NC(C1=CC=C(C=C1)C(C)C)=O (N-[1-(3-bromo-2-thienyl)ethyl]-4-isopropylbenzamide). Procedure: 3-Bromothiophene (8.15 g, 0.05 mol), paraldehyde (2.20 g, 0.017 mol) and 4-isopropylbenzamide (1.63 g, 0.01 mol) were added to a mixture of formic acid (6 ml) and 85% phosphoric acid (3 ml) and stirred at a room temperature for four hours. Water (50 ml) was added to the reaction mixture. The mixture was extracted with chloroform (50 ml), subjected to a silica gel column chromatography (eluent: chloroform) and recrystallized from chloroform/petroleum benzine (1:2) to obtain the entitled compound ... The reactants are BrC1=CSC=C1 (3-Bromothiophene), CC1OC(OC(O1)C)C (paraldehyde), C(C)(C)C1=CC=C(C(=O)N)C=C1 (4-isopropylbenzamide), P(O)(O)(O)=O (phosphoric acid). The yield is 17.0%. The solvent is O (Water), C(=O)O (formic acid). Conditions: time 4 hour. Reactants: Cn1ccc2cccc(C(=O)OCc3ccccc3)c21, CO. Product: Cn1ccc2cccc(C(=O)O)c21. RXN SMILES: [CH2:1]([c:2]1[cH:3][cH:4][cH:5][cH:6][cH:7]1)[O:8][C:9](=[O:10])[c:11]1[cH:12][cH:13][cH:14][c:15]2[cH:16][cH:17][n:18]([CH3:20])[c:19]12.[CH3:21][OH:22]>>[O:8]=[C:9]([OH:10])[c:11]1[cH:12][cH:13][cH:14][c:15]2[cH:16][cH:17][n:18]([CH3:20])[c:19]12. Starting materials: C(C1=CC=CC=C1)N1CC2=C(CC1)N(C=N2)C2=NC=CC=C2 (5-benzyl-1-(pyridin-2-yl)-4,5,6,7-tetrahydro-1H-imidazo[4,5-c]pyridine), ClC(=O)OC(C)Cl (1-chloroethyl chloroformate). Run in ClCCCl (DCE). Reaction conditions: temperature 60 celsius, time 15 minute. Yields the product N1=C(C=CC=C1)N1C=NC=2CNCCC21 (1-(Pyridin-2-yl)-4,5,6,7-tetrahydro-1H-imidazo[4,5-c]pyridine). As a reaction SMILES: C([N:8]1[CH2:13][CH2:12][C:11]2[N:14]([C:17]3[CH:22]=[CH:21][CH:20]=[CH:19][N:18]=3)[CH:15]=[N:16][C:10]=2[CH2:9]1)C1C=CC=CC=1.ClC(OC(Cl)C)=O>ClCCCl>[N:18]1[CH:19]=[CH:20][CH:21]=[CH:22][C:17]=1[N:14]1[C:11]2[CH2:12][CH2:13][NH:8][CH2:9][C:10]=2[N:16]=[CH:15]1. Procedure: To a solution of 5-benzyl-1-(pyridin-2-yl)-4,5,6,7-tetrahydro-1H-imidazo[4,5-c]pyridine (0.13 g, 0.45 mmol) in DCE (5 mL) was added 1-chloroethyl chloroformate (0.10 mL, 0.90 mmoL). The reaction was allowed to stir for 15 min then heated at reflux for 4 h. The reaction was let cool, concentrated, dissolved in MeOH and heated again at 60° C. for 1 h. The reaction was concentrated and the product was used in the next step without further purification (0.075 g, 83%). MS (ESI): mass calculated for C... Reactants: ClC1=C2C(=NC=C1)NC(=C2)C2=CN(C=1C2=NC(=C(C1)OC)OC)CCCN1CCC(CC1)O (1-{3-[3-(4-Chloro-1H-pyrrolo[2,3-b]pyridin-2-yl)-5,6-dimethoxypyrrolo[3,2-b]pyridin-1-yl]propyl}piperidin-4-ol), ClC1=C2C(=NC=C1)N(C(=C2)C2=CN(C=1C2=NC(=C(C1)OC)OC)CCCN1CCC(CC1)O)S(=O)(=O)C1=CC=C(C=C1)C (1-(3-{3-[4-chloro-1-(toluene-4-sulfonyl)-1H-pyrrolo[2,3-b]pyridin-2-yl]-5,6-dimethoxypyrrolo[3,2-b]pyridin-1-yl}propyl)-piperidin-4-ol), [OH-].[K+] (potassium hydroxide). Solvent: CO (methanol). The product is ClC1=C2C(=NC=C1)NC(=C2)C2=CN(C=1C2=NC(=C(C1)OC)OC)CCCN1CCC(CC1)CCO (2-(1-{3-[3-(4-chloro-1H-pyrrolo[2,3-b]pyridin-2-yl)-5,6-dimethoxypyrrolo[3,2-b]pyridin-1-yl]propyl}piperidin-4-yl)ethanol). RXN SMILES: [Cl:1][C:2]1[CH:7]=[CH:6][N:5]=[C:4]2[NH:8][C:9]([C:11]3[C:15]4=[N:16][C:17]([O:22][CH3:23])=[C:18]([O:20][CH3:21])[CH:19]=[C:14]4[N:13]([CH2:24][CH2:25][CH2:26][N:27]4[CH2:32][CH2:31][CH:30](O)[CH2:29][CH2:28]4)[CH:12]=3)=[CH:10][C:3]=12.ClC1C=CN=C2N(S(C3C=CC(C)=CC=3)(=O)=O)C(C3C4=N[C:50](OC)=[C:51]([O:53]C)C=C4N(CCCN4CCC(O)CC4)C=3)=CC=12.[OH-].[K+]>CO>[Cl:1][C:2]1[CH:7]=[CH:6][N:5]=[C:4]2[NH:8][C:9]([C:11]3[C:15]4=[N:16][C:17]([O:22][CH3:23])=[C:18]([O:20][CH3:21])[CH:19]=[C:14]4[N:13]([CH2:24][CH2:25][CH2:26][N:27]4[CH2:32][CH2:31][CH:30]([CH2:50][CH2:51][OH:53])[CH2:29][CH2:28]4)[CH:12]=3)=[CH:10][C:3]=12 |f:2.3|. Reported procedure: 1-{3-[3-(4-Chloro-1H-pyrrolo[2,3-b]pyridin-2-yl)-5,6-dimethoxypyrrolo[3,2-b]pyridin-1-yl]propyl}piperidin-4-ol can be prepared as in example 5, stage 5(d), but starting with 0.368 g of 1-(3-{3-[4-chloro-1-(toluene-4-sulfonyl)-1H-pyrrolo[2,3-b]pyridin-2-yl]-5,6-dimethoxypyrrolo[3,2-b]pyridin-1-yl}propyl)-piperidin-4-ol and 0.857 g of potassium hydroxide in 25 cm3 of methanol. 0.188 g of 2-(1-{3-[3-(4-chloro-1H-pyrrolo[2,3-b]pyridin-2-yl)-5,6-dimethoxypyrrolo[3,2-b]pyridin-1-yl]propyl}piperidin-4-... The reactants are O=C1NC(=O)c2ccccc21, CC(COS(C)(=O)=O)OS(C)(=O)=O, [K], CN(C)C=O, O. The product is CC(CN1C(=O)c2ccccc2C1=O)OS(C)(=O)=O. RXN SMILES: [C:1]1(=[O:11])[c:2]2[c:3]([cH:7][cH:8][cH:9][cH:10]2)[C:4](=[O:6])[NH:5]1.[CH3:13][S:14]([O:15][CH2:18][CH:19]([CH3:20])[O:21][S:22](=[O:23])(=[O:24])[CH3:25])(=[O:16])=[O:17].[K:12].[O:27]=[CH:28][N:29]([CH3:30])[CH3:31].[OH2:26]>>[C:1]1(=[O:11])[c:2]2[c:3]([cH:7][cH:8][cH:9][cH:10]2)[C:4](=[O:6])[N:5]1[CH2:18][CH:19]([CH3:20])[O:21][S:22](=[O:23])(=[O:24])[CH3:25]. Reactants: BrB(Br)Br, COc1cccn(-c2ccc(-n3cc(CNC(=O)c4ccc(Cl)s4)nn3)cc2)c1=O, ClCCl. The product is O=C(NCc1cn(-c2ccc(-n3cccc(O)c3=O)cc2)nn1)c1ccc(Cl)s1. Reaction SMILES: [B:31]([Br:32])([Br:33])[Br:34].[Cl:1][c:2]1[cH:3][cH:4][c:5]([C:7](=[O:8])[NH:9][CH2:10][c:11]2[n:12][n:13][n:14](-[c:16]3[cH:17][cH:18][c:19](-[n:22]4[c:23](=[O:30])[c:24]([O:28][CH3:29])[cH:25][cH:26][cH:27]4)[cH:20][cH:21]3)[cH:15]2)[s:6]1.[Cl:35][CH2:36][Cl:37]>>[Cl:1][c:2]1[cH:3][cH:4][c:5]([C:7](=[O:8])[NH:9][CH2:10][c:11]2[n:12][n:13][n:14](-[c:16]3[cH:17][cH:18][c:19](-[n:22]4[c:23](=[O:30])[c:24]([OH:28])[cH:25][cH:26][cH:27]4)[cH:20][cH:21]3)[cH:15]2)[s:6]1. Reactants: CC(=O)C=1C=CC(=CC1O)O (2,4-dihydroxy acetophenone). The reagents and catalysts are [Ni] (Raney Nickel). The solvent is CO (methanol). Reaction conditions: temperature 70 celsius, time 8 hour. Product: C(C)C1=C(C=C(O)C=C1)O (4-ethyl resorcinol). RXN SMILES: [CH3:1][C:2]([C:4]1[CH:5]=[CH:6][C:7]([OH:11])=[CH:8][C:9]=1[OH:10])=O>[Ni].CO>[CH2:2]([C:4]1[CH:5]=[CH:6][C:7]([OH:11])=[CH:8][C:9]=1[OH:10])[CH3:1]. Procedure: 2,4-dihydroxy acetophenone (76 g, 0.5 mole) was charged in a 1 liter autoclave reactor along with methanol (300 ml), and Raney Nickel (15.2 g—washed several times with water and water/methanol to a pH of 7.0) and 750 mg of Pd/C. The autoclave was checked for leaks with 100-200 psi of nitrogen. The autoclave was pressurized to 300 psi with hydrogen and stirred at 70° C. for 8 hrs. During this time 95% of the theoretical value for hydrogen was consumed. The reaction was vented and the contents wer... Reactants: N#Cc1ccc2c(c1)CC(C=O)C2, Cl, Cc1ccc2c(c1)nc(C(C)(C)O)n2C1CCC(N)CC1. The product is Cc1ccc2c(c1)nc(C(C)(C)O)n2C1CCC(NCC2Cc3ccc(C#N)cc3C2)CC1. As a reaction SMILES: [CH:23](=[O:24])[CH:25]1[CH2:26][c:27]2[cH:28][cH:29][c:30]([C:34]#[N:35])[cH:31][c:32]2[CH2:33]1.[ClH:1].[NH2:2][CH:3]1[CH2:4][CH2:5][CH:6]([n:9]2[c:10]([C:19]([CH3:20])([CH3:21])[OH:22])[n:11][c:12]3[c:13]2[cH:14][cH:15][c:16]([CH3:18])[cH:17]3)[CH2:7][CH2:8]1>>[NH:2]([CH:3]1[CH2:4][CH2:5][CH:6]([n:9]2[c:10]([C:19]([CH3:20])([CH3:21])[OH:22])[n:11][c:12]3[c:13]2[cH:14][cH:15][c:16]([CH3:18])[cH:17]3)[CH2:7][CH2:8]1)[CH2:23][CH:25]1[CH2:26][c:27]2[cH:28][cH:29][c:30]([C:34]#[N:35])[cH:31][c:32]2[CH2:33]1. The reactants are CC(C)(C)OC(=O)NC(C)(c1ccccc1)C1CCC(O)CC1, CC#N, ClCCl, Cl, O, O=C(O)C(F)(F)F. Yields the product CC(N)(c1ccccc1)C1CCC(O)CC1. As a reaction SMILES: [C:8]([O:9][C:10](=[O:11])[NH:14][C:15]([CH3:16])([c:17]1[cH:18][cH:19][cH:20][cH:21][cH:22]1)[CH:23]1[CH2:24][CH2:25][CH:26]([OH:29])[CH2:27][CH2:28]1)([CH3:12])([CH3:13])[CH3:30].[CH3:36][C:37]#[N:38].[Cl:33][CH2:34][Cl:35].[ClH:31].[OH2:32].[OH:1][C:2]([C:3]([F:4])([F:5])[F:6])=[O:7]>>[NH2:14][C:15]([CH3:16])([c:17]1[cH:18][cH:19][cH:20][cH:21][cH:22]1)[CH:23]1[CH2:24][CH2:25][CH:26]([OH:29])[CH2:27][CH2:28]1.